This data is from the Open Reaction Database (ORD), a public repository of structured organic reaction records. The task is: describe an organic reaction: reactants, conditions, products, and yield Starting materials: Cl.C(C)OC(CN)=O (Glycine ethyl ester hydrochloride), C(C)(=O)[O-].[Na+] (sodium acetate), [OH-].[K+] (potassium hydroxide), C1(CC(CCC1)=O)=O (1,3-cyclohexanedione), ClCC(C)=O (chloroacetone), O=C(CC1C(CCCC1=O)=O)C (2-(2-oxopropyl)cyclohexane-1,3-dione). Solvent: O (water), C(C)O (ethanol), O (water). Reaction conditions: temperature 20 celsius, time 2 hour. Product: C(C)OC(CN1C(=CC=2C(CCCC12)=O)C)=O ((2-methyl-4-oxo-4,5,6,7-tetrahydro-1H-indol-1-yl)-acetic acid ethyl ester). The yield is 56.0%. As a reaction SMILES: [OH-].[K+].C1(=O)CCCC(=O)C1.ClCC(=O)C.Cl.[CH2:17]([O:19][C:20](=[O:23])[CH2:21][NH2:22])[CH3:18].C([O-])(=O)C.[Na+].O=[C:30]([CH3:40])[CH2:31][CH:32]1[C:37](=[O:38])[CH2:36][CH2:35][CH2:34][C:33]1=O>O.C(O)C>[CH2:17]([O:19][C:20](=[O:23])[CH2:21][N:22]1[C:33]2[CH2:34][CH2:35][CH2:36][C:37](=[O:38])[C:32]=2[CH:31]=[C:30]1[CH3:40])[CH3:18] |f:0.1,4.5,6.7|. Reported procedure: In reaction vessel 1, potassium hydroxide (11.78 g, 10.0 g corrected for assay, 178 mmol)) was dissolved in water (72 mL) with stirring (highly exothermic) then the solution was cooled back to 20° C. 1,3-cyclohexanedione (20.0 g, 178 mmol) was added (exothermic addition) and the resulting dark red solution was stirred at 20° C. for 5 mins. Redistilled chloroacetone (18.9 g, 17.0 g corrected for assay, 184 mmol) was added in one portion, rinsing in with ethanol (18 mL) and the reaction mixture wa... Yields the product O=C1C=C(NC=C1OCC1=CC=CC=C1)C=CC(=O)OCC (3-[1,4-Dihydro-4-oxo-5-(phenylmethoxy)-2-pyridinyl]-2-propenoic acid, ethyl ester), C1(=CC=CC=C1)P(C1=CC=CC=C1)(C1=CC=CC=C1)=O (triphenylphosphine oxide). RXN SMILES: C1(C)C=CC(S(O)(=O)=[O:8])=CC=1.O[CH:13]([C:16]1[NH:17][CH:18]=[C:19]([O:23][CH2:24][C:25]2[CH:30]=[CH:29][CH:28]=[CH:27][CH:26]=2)[C:20](=[O:22])[CH:21]=1)OC.[C:31]([CH:36]=[P:37]([C:50]1[CH:55]=[CH:54][CH:53]=[CH:52][CH:51]=1)([C:44]1[CH:49]=[CH:48][CH:47]=[CH:46][CH:45]=1)[C:38]1[CH:43]=[CH:42][CH:41]=[CH:40][CH:39]=1)([O:33][CH2:34][CH3:35])=[O:32]>O1CCOCC1>[O:22]=[C:20]1[C:19]([O:23][CH2:24][C:25]2[CH:26]=[CH:27][CH:28]=[CH:29][CH:30]=2)=[CH:18][NH:17][C:16]([CH:13]=[CH:36][C:31]([O:33][CH2:34][CH3:35])=[O:32])=[CH:21]1.[C:50]1([P:37](=[O:8])([C:44]2[CH:49]=[CH:48][CH:47]=[CH:46][CH:45]=2)[C:38]2[CH:39]=[CH:40][CH:41]=[CH:42][CH:43]=2)[CH:55]=[CH:54][CH:53]=[CH:52][CH:51]=1. Procedure details: 0.5 g of p-toluenesulfonic acid, 6.26 g of 2-(1-hydroxy-1-methoxymethyl)-5-(phenylmethoxy)-4(1H)-pyridinone and 8.35 g of carbethoxymethylenetriphenylphosphorane were stirred for 3 hours in 100 ml of dioxane at 70° C. A clear, dark-colored solution was formed. Evaporation of the solvent in vacuo yielded an oily residue of the title compound and triphenylphosphine oxide. The residue was dissolved in 30 ml of isopropanol and crystals of product began to separate. After standing in a refrigerator o... The reactants are C1(=CC=C(C=C1)S(=O)(=O)O)C (p-toluenesulfonic acid), OC(OC)C=1NC=C(C(C1)=O)OCC1=CC=CC=C1 (2-(1-hydroxy-1-methoxymethyl)-5-(phenylmethoxy)-4(1H)-pyridinone), C(=O)(OCC)C=P(C1=CC=CC=C1)(C1=CC=CC=C1)C1=CC=CC=C1 (carbethoxymethylenetriphenylphosphorane). Run in O1CCOCC1 (dioxane). Reaction SMILES: [CH3:1][C@@H:2]1[CH2:6][CH2:5][CH2:4][N:3]1[CH2:7][CH2:8][C:9]1[O:10][C:11]2[CH:17]=[CH:16][C:15]([C:18]3[CH:19]=[C:20]([CH:24]=[CH:25][CH:26]=3)[C:21](O)=[O:22])=[CH:14][C:12]=2[CH:13]=1.O1CCCC1>>[CH3:1][C@@H:2]1[CH2:6][CH2:5][CH2:4][N:3]1[CH2:7][CH2:8][C:9]1[O:10][C:11]2[CH:17]=[CH:16][C:15]([C:18]3[CH:19]=[C:20]([CH2:21][OH:22])[CH:24]=[CH:25][CH:26]=3)=[CH:14][C:12]=2[CH:13]=1. Reaction conditions: temperature 60 celsius. The yield is 13.0%. The reactants are C[C@H]1N(CCC1)CCC=1OC2=C(C1)C=C(C=C2)C=2C=C(C(=O)O)C=CC2 (3-(2-{2-[(2R)-2-methyl-1-pyrrolidinyl]ethyl}-1-benzofuran-5-yl)benzoic acid), O1CCCC1 (tetrahydrofuran). Procedure: The product from Example 144 (167 mg, 0.48 mmol) was dissolved into 1 M BH3 in tetrahydrofuran (2 mL, 2 mmol), stirred at room temperature overnight, quenched with 0.5 M aqueous dipotassium hydrogen phosphate, and diluted with EtOAc. The organic phase was separated and washed consecutively with 0.5 M aqueous dipotassium hydrogen phosphate and brine, dried (Na2SO4), concentrated, and chromatographed through a short column of silica with a gradient of 0 to 5% MeOH/CH2Cl2, and through a second shor... Product: C[C@H]1N(CCC1)CCC=1OC2=C(C1)C=C(C=C2)C=2C=C(C=CC2)CO ([3-(2-{2-[(2R)-2-methyl-1-pyrrolidinyl]ethyl}-1-benzofuran-5-yl)phenyl]methanol). Reactants: CC(C)(C)NC(=O)C1CC(Cl)CN1C(=O)C(O)C(Cc1ccccc1)NC(=O)C(CC(N)=O)NC(=O)OC(C)(C)C, O=C(NC(COC1CCCO1)C(=O)O)OCc1ccccc1. The product is CC(C)(C)NC(=O)C1CC(Cl)CN1C(=O)C(O)C(Cc1ccccc1)NC(=O)C(CC(N)=O)NC(=O)C(COC1CCCO1)NC(=O)OCc1ccccc1. RXN SMILES: [C:1]([O:2][C:3](=[O:4])[NH:8][CH:9]([CH2:10][C:11]([NH2:12])=[O:13])[C:14](=[O:15])[NH:16][CH:17]([CH:18]([C:19](=[O:20])[N:21]1[CH:22]([C:23](=[O:24])[NH:25][C:26]([CH3:27])([CH3:28])[CH3:29])[CH2:30][CH:31]([Cl:33])[CH2:32]1)[OH:34])[CH2:35][c:36]1[cH:37][cH:38][cH:39][cH:40][cH:41]1)([CH3:5])([CH3:6])[CH3:7].[CH2:42]([c:43]1[cH:44][cH:45][cH:46][cH:47][cH:48]1)[O:49][C:50](=[O:51])[NH:52][CH:53]([C:54](=[O:55])[OH:56])[CH2:57][O:58][CH:59]1[O:60][CH2:61][CH2:62][CH2:63]1>>[NH:8]([CH:9]([CH2:10][C:11]([NH2:12])=[O:13])[C:14](=[O:15])[NH:16][CH:17]([CH:18]([C:19](=[O:20])[N:21]1[CH:22]([C:23](=[O:24])[NH:25][C:26]([CH3:27])([CH3:28])[CH3:29])[CH2:30][CH:31]([Cl:33])[CH2:32]1)[OH:34])[CH2:35][c:36]1[cH:37][cH:38][cH:39][cH:40][cH:41]1)[C:54]([CH:53]([NH:52][C:50]([O:49][CH2:42][c:43]1[cH:44][cH:45][cH:46][cH:47][cH:48]1)=[O:51])[CH2:57][O:58][CH:59]1[O:60][CH2:61][CH2:62][CH2:63]1)=[O:56].